From a dataset of the Open Reaction Database (ORD), a public repository of structured organic reaction records. describe an organic reaction: reactants, conditions, products, and yield Product: CC(=O)c1nscc1C(=O)O. Reaction SMILES: [C:1](=[O:2])([OH:3])[O-:4].[C:6]([CH3:7])(=[O:8])[c:9]1[n:10][s:11][cH:12][c:13]1[C:14](=[O:15])[O:16][CH2:17][CH3:18].[CH3:22][S:23]([CH3:24])=[O:25].[Li+:21].[Na+:5].[OH-:20].[OH2:19]>>[C:6]([CH3:7])(=[O:8])[c:9]1[n:10][s:11][cH:12][c:13]1[C:14](=[O:15])[OH:16]. Reactants: O=C([O-])O, CCOC(=O)c1csnc1C(C)=O, CS(C)=O, [Li+], [Na+], [OH-], O. Reactants: O=C1NC(Cc2ccccc2)CO1, [Li]CCCC, COc1cc(Cn2c3ccccc3c3c(OC(C(=O)Cl)c4ccccc4)cccc32)ccc1OCc1nc(-c2ccccc2)oc1C, C1CCOC1, C1CCOC1, O. Product: COc1cc(Cn2c3ccccc3c3c(OC(C(=O)N4C(=O)OCC4Cc4ccccc4)c4ccccc4)cccc32)ccc1OCc1nc(-c2ccccc2)oc1C. RXN SMILES: [CH2:11]([c:12]1[cH:13][cH:14][cH:15][cH:16][cH:17]1)[CH:18]1[NH:19][C:20](=[O:23])[O:21][CH2:22]1.[CH2:6]([Li:7])[CH2:8][CH2:9][CH3:10].[CH3:24][O:25][c:26]1[cH:27][c:28]([CH2:29][n:30]2[c:31]3[cH:32][cH:33][cH:34][cH:35][c:36]3[c:37]3[c:38]([O:43][CH:44]([C:45](=[O:46])[Cl:47])[c:48]4[cH:49][cH:50][cH:51][cH:52][cH:53]4)[cH:39][cH:40][cH:41][c:42]23)[cH:54][cH:55][c:56]1[O:57][CH2:58][c:59]1[n:60][c:61](-[c:65]2[cH:66][cH:67][cH:68][cH:69][cH:70]2)[o:62][c:63]1[CH3:64].[O:1]1[CH2:2][CH2:3][CH2:4][CH2:5]1.[O:72]1[CH2:73][CH2:74][CH2:75][CH2:76]1.[OH2:71]>>[CH2:11]([c:12]1[cH:13][cH:14][cH:15][cH:16][cH:17]1)[CH:18]1[N:19]([C:45]([CH:44]([O:43][c:38]2[c:37]3[c:36]4[c:31]([n:30]([CH2:29][c:28]5[cH:27][c:26]([O:25][CH3:24])[c:56]([O:57][CH2:58][c:59]6[n:60][c:61](-[c:65]7[cH:66][cH:67][cH:68][cH:69][cH:70]7)[o:62][c:63]6[CH3:64])[cH:55][cH:54]5)[c:42]3[cH:41][cH:40][cH:39]2)[cH:32][cH:33][cH:34][cH:35]4)[c:48]2[cH:49][cH:50][cH:51][cH:52][cH:53]2)=[O:46])[C:20](=[O:23])[O:21][CH2:22]1.